From a dataset of the Open Reaction Database (ORD), a public repository of structured organic reaction records. describe an organic reaction: reactants, conditions, products, and yield Reactants: CS(=O)(=O)O, CN1CCC(O)C1, CN(C)C=O, NC(=O)c1cc(F)ccc1O, [H-], [Na+]. Yields the product CN1CCC(Oc2ccc(F)cc2C(N)=O)C1. Reaction SMILES: [CH3:14][S:15]([OH:16])(=[O:17])=[O:18].[CH3:19][N:20]1[CH2:21][CH:22]([OH:25])[CH2:23][CH2:24]1.[CH3:26][N:27]([CH3:28])[CH:29]=[O:30].[F:3][c:4]1[cH:5][cH:6][c:7]([OH:13])[c:8]([C:9](=[O:10])[NH2:11])[cH:12]1.[H-:1].[Na+:2]>>[F:3][c:4]1[cH:5][cH:6][c:7]([O:13][CH:22]2[CH2:21][N:20]([CH3:19])[CH2:24][CH2:23]2)[c:8]([C:9](=[O:10])[NH2:11])[cH:12]1. Starting materials: Cc1cc(-c2cc(C(F)(F)F)nc(-c3cccc(Br)c3)n2)ccc1C(F)(F)F, CC(C)(C)NS(=O)(=O)c1cccc(B(O)O)c1. The product is Cc1cc(-c2cc(C(F)(F)F)nc(-c3cccc(-c4cccc(S(=O)(=O)NC(C)(C)C)c4)c3)n2)ccc1C(F)(F)F. RXN SMILES: [Br:1][c:2]1[cH:3][c:4](-[c:8]2[n:9][c:10]([C:25]([F:26])([F:27])[F:28])[cH:11][c:12](-[c:14]3[cH:15][c:16]([CH3:24])[c:17]([C:20]([F:21])([F:22])[F:23])[cH:18][cH:19]3)[n:13]2)[cH:5][cH:6][cH:7]1.[C:29]([CH3:30])([CH3:31])([CH3:32])[NH:33][S:34](=[O:35])(=[O:36])[c:37]1[cH:38][c:39]([B:43]([OH:44])[OH:45])[cH:40][cH:41][cH:42]1>>[c:2]1(-[c:39]2[cH:38][c:37]([S:34]([NH:33][C:29]([CH3:30])([CH3:31])[CH3:32])(=[O:35])=[O:36])[cH:42][cH:41][cH:40]2)[cH:3][c:4](-[c:8]2[n:9][c:10]([C:25]([F:26])([F:27])[F:28])[cH:11][c:12](-[c:14]3[cH:15][c:16]([CH3:24])[c:17]([C:20]([F:21])([F:22])[F:23])[cH:18][cH:19]3)[n:13]2)[cH:5][cH:6][cH:7]1. The reactants are NC1=NC2=C(C=3C=C(C=NC13)CCC1=CC=C(C=C1)O)C=CC(=C2)C (4-(2-(5-amino-8-methylbenzo[f][1,7]naphthyridin-2-yl)ethyl)phenol), C(OCCCCCC)(=O)Cl (hexyl carbonochloridate). Reported procedure: 4-(2-(5-Amino-8-methylbenzo[f][1,7]naphthyridin-2-yl)ethyl)phenyl hexyl carbonate was prepared from 4-(2-(5-amino-8-methylbenzo[f][1,7]naphthyridin-2-yl)ethyl)phenol (from Example 170) following the procedures described for Example 138, but using hexyl carbonochloridate. LRMS [M+H]=458.2. Reaction SMILES: [NH2:1][C:2]1[C:11]2[N:10]=[CH:9][C:8]([CH2:12][CH2:13][C:14]3[CH:19]=[CH:18][C:17]([OH:20])=[CH:16][CH:15]=3)=[CH:7][C:6]=2[C:5]2[CH:21]=[CH:22][C:23]([CH3:25])=[CH:24][C:4]=2[N:3]=1.[C:26](Cl)(=[O:34])[O:27][CH2:28][CH2:29][CH2:30][CH2:31][CH2:32][CH3:33]>>[C:26](=[O:34])([O:27][CH2:28][CH2:29][CH2:30][CH2:31][CH2:32][CH3:33])[O:20][C:17]1[CH:16]=[CH:15][C:14]([CH2:13][CH2:12][C:8]2[CH:9]=[N:10][C:11]3[C:2]([NH2:1])=[N:3][C:4]4[CH:24]=[C:23]([CH3:25])[CH:22]=[CH:21][C:5]=4[C:6]=3[CH:7]=2)=[CH:19][CH:18]=1. Yields the product C(OC1=CC=C(C=C1)CCC=1C=NC=2C(=NC3=C(C2C1)C=CC(=C3)C)N)(OCCCCCC)=O (4-(2-(5-Amino-8-methylbenzo[f][1,7]naphthyridin-2-yl)ethyl)phenyl hexyl carbonate). The reactants are [Si](C)(C)(C(C)(C)C)O[C@H](C)[C@H]1C(N[C@@H]1[C@H](C(=O)N1C(C2=C(OC13CCCCC3)C=CC=C2)=O)C)=O (3-{(2R)-2-[(3S,4R)-3-[(1R)-1-t-butyldimethylsilyloxyethyl]-2-oxoazetidin-4-yl]propionyl}-spiro[2,3-dihydro-4H-1,3-benzoxazine-2,1'-cyclohexan]-4-one), OO (hydrogen peroxide), [OH-].[Li+] (lithium hydroxide), S(=O)([O-])[O-].[Na+].[Na+] (sodium sulfite). Run in mixture, O (water), O1CCCC1 (tetrahydrofuran), O1CCCC1 (tetrahydrofuran). Run at time 1 hour. Product: [Si](C)(C)(C(C)(C)C)O[C@H](C)[C@H]1C(N[C@H]1[C@H](C(=O)O)C)=O ((2R)-2-[(3S,4R)-3-[(1R)-1-t-butyldimethylsilyloxyethyl]-2-oxoazetidin-4-yl]propionic acid). As a reaction SMILES: [Si:1]([O:8][C@@H:9]([C@@H:11]1[C@@H:14]([C@@H:15]([CH3:34])[C:16](N2C3(CCCCC3)OC3C=CC=CC=3C2=O)=[O:17])[NH:13][C:12]1=[O:35])[CH3:10])([C:4]([CH3:7])([CH3:6])[CH3:5])([CH3:3])[CH3:2].OO.[OH-].[Li+].S([O-])([O-])=[O:41].[Na+].[Na+]>O1CCCC1.O>[Si:1]([O:8][C@@H:9]([C@@H:11]1[C@H:14]([C@@H:15]([CH3:34])[C:16]([OH:17])=[O:41])[NH:13][C:12]1=[O:35])[CH3:10])([C:4]([CH3:5])([CH3:6])[CH3:7])([CH3:2])[CH3:3] |f:2.3,4.5.6|. Procedure details: To a solution of 500 mg of 3-{(2R)-2-[(3S,4R)-3-[(1R)-1-t-butyldimethylsilyloxyethyl]-2-oxoazetidin-4-yl]propionyl}-spiro[2,3-dihydro-4H-1,3-benzoxazine-2,1'-cyclohexan]-4-one in 20 ml of a mixture of tetrahydrofuran and water are added 0.9 ml of 30% aqueous hydrogen peroxide and 84 mg of lithium hydroxide in this order, and the mixture is stirred at the same temperature for one hour. The pH of the mixture is adjusted to about 10 by adding dropwise 5 ml of 1.5N aqueous sodium sulfite at the same...